Dataset: the Open Reaction Database (ORD), a public repository of structured organic reaction records. Task: describe an organic reaction: reactants, conditions, products, and yield Starting materials: [H-].[Na+] (sodium hydride), P(=O)(OCC)(OCC)[O-] (diethyl phosphate), C(=S)=S (carbon disulfide), C(C1=CC=CC=C1)Cl (benzyl chloride), [H][H] (hydrogen), resultant mixture. Solvent: O1CCCC1 (tetrahydrofuran), C(C)OCC (Diethyl ether), C1CCOC1 (THF). Yields the product C(C)OP(=O)(OCC)C(=S)SCC1=CC=CC=C1 (S-benzyl diethoxyphosphinyldithioformate). The yield is 18.0%. RXN SMILES: [H-].[Na+].[P:3]([O-:11])([O:8][CH2:9][CH3:10])([O:5][CH2:6][CH3:7])=O.[H][H].[C:14](=[S:16])=[S:15].[CH2:17](Cl)[C:18]1[CH:23]=[CH:22][CH:21]=[CH:20][CH:19]=1>O1CCCC1.C(OCC)C>[CH2:9]([O:8][P:3]([C:14]([S:16][CH2:17][C:18]1[CH:23]=[CH:22][CH:21]=[CH:20][CH:19]=1)=[S:15])([O:5][CH2:6][CH3:7])=[O:11])[CH3:10] |f:0.1|. Procedure details: To a stirred slur of sodium hydride (60% dispersion in mineral oil) (8 g, 0.2 mol) in tetrahydrofuran (200 mL) was added diethyl phosphate. (27.5 g, 0.2 mol) dropwise under nitrogen. The mixture was stirred until hydrogen evolution ceased (about 15 minutes). The mixture was allowed to cool in an ice-water bath and carbon disulfide (76 g, 1 mol) was added over 15 minutes followed by benzyl chloride (25.2 g, 0.2 mol) in THF (100 mL) over 20 minutes. The resultant mixture was stirred at room temper... Starting materials: ice water, CCCC(=O)OC(=O)C1=CC2=C(C=C1)C=C(C=C2)OC (ethyl (6-methoxy-2-naphthoyl) acetate), C1(O)=CC(O)=CC=C1 (resorcinol), P(=O)(Cl)(Cl)Cl (phosphoryl chloride), C1=CC=CC=C1 (benzene). RXN SMILES: CCCC(O[C:7]([C:9]1[CH:14]=[CH:13][C:12]2[CH:15]=[C:16]([O:19][CH3:20])[CH:17]=[CH:18][C:11]=2[CH:10]=1)=O)=O.[C:21]1([CH:28]=[CH:27][CH:26]=[C:24]([OH:25])[CH:23]=1)[OH:22].P(Cl)(Cl)(Cl)=[O:30].[CH:34]1[CH:39]=CC=CC=1>>[OH:22][C:21]1[CH:23]=[C:24]2[C:26]([C:7]([C:9]3[CH:14]=[CH:13][C:12]4[C:11](=[CH:18][CH:17]=[C:16]([O:19][CH3:20])[CH:15]=4)[CH:10]=3)=[CH:39][C:34](=[O:30])[O:25]2)=[CH:27][CH:28]=1. Isolated yield 69.0%. Procedure details: A stirred solution of ethyl (6-methoxy-2-naphthoyl) acetate (36 g, 0.132 mole), resorcinol (14.6 g, 0.132 mole) and phosphoryl chloride (32 ml) in benzene (200 ml) was refluxed for 3 hours. The reaction mixture was allowed to cool, poured into ice/water and filtered to give the crude product as a red solid. Recrystallization from ethanol gave 7-hydroxy-4(6-methoxy-2-naphthyl)coumarin (28.9 g, 69%) m.p. 223°-225° C. Yields the product OC1=CC=C2C(=CC(OC2=C1)=O)C1=CC2=CC=C(C=C2C=C1)OC (7-hydroxy-4(6-methoxy-2-naphthyl)coumarin). The reactants are COCCBr, [H-], [Na+], CN(C)C=O, C#CCOc1ccc2c(c1)c(-c1ccc(C(C)C)cc1)nc(=O)n2Cc1cccc(O)c1. Yields the product C#CCOc1ccc2c(c1)c(-c1ccc(C(C)C)cc1)nc(=O)n2Cc1cccc(OCCOC)c1. RXN SMILES: [Br:35][CH2:36][CH2:37][O:38][CH3:39].[H-:34].[Na+:33].[O:40]=[CH:41][N:42]([CH3:43])[CH3:44].[OH:1][c:2]1[cH:3][c:4]([CH2:5][n:6]2[c:7](=[O:29])[n:8][c:9](-[c:20]3[cH:21][cH:22][c:23]([CH:26]([CH3:27])[CH3:28])[cH:24][cH:25]3)[c:10]3[cH:11][c:12]([O:16][CH2:17][C:18]#[CH:19])[cH:13][cH:14][c:15]23)[cH:30][cH:31][cH:32]1>>[O:1]([c:2]1[cH:3][c:4]([CH2:5][n:6]2[c:7](=[O:29])[n:8][c:9](-[c:20]3[cH:21][cH:22][c:23]([CH:26]([CH3:27])[CH3:28])[cH:24][cH:25]3)[c:10]3[cH:11][c:12]([O:16][CH2:17][C:18]#[CH:19])[cH:13][cH:14][c:15]23)[cH:30][cH:31][cH:32]1)[CH2:36][CH2:37][O:38][CH3:39]. Starting materials: NC(CCCC(=O)OC)C1=C(C=CC=C1OC)OC (methyl 5-amino-5-(2,6-dimethoxyphenyl)pentanoate), C1(=CC=CC=C1)C1=CC=CC(=N1)C=O (6-phenylpicolinaldehyde). The product is COC1=C(C(=CC=C1)OC)C1CCCC(N1CC1=NC(=CC=C1)C1=CC=CC=C1)=O (6-(2,6-dimethoxyphenyl)-1-((6-phenylpyridin-2-yl)methyl)piperidin-2-one). Reaction SMILES: [NH2:1][CH:2]([C:10]1[C:15]([O:16][CH3:17])=[CH:14][CH:13]=[CH:12][C:11]=1[O:18][CH3:19])[CH2:3][CH2:4][CH2:5][C:6]([O:8]C)=O.[C:20]1([C:26]2[N:31]=[C:30]([CH:32]=O)[CH:29]=[CH:28][CH:27]=2)[CH:25]=[CH:24][CH:23]=[CH:22][CH:21]=1>>[CH3:19][O:18][C:11]1[CH:12]=[CH:13][CH:14]=[C:15]([O:16][CH3:17])[C:10]=1[CH:2]1[N:1]([CH2:32][C:30]2[CH:29]=[CH:28][CH:27]=[C:26]([C:20]3[CH:25]=[CH:24][CH:23]=[CH:22][CH:21]=3)[N:31]=2)[C:6](=[O:8])[CH2:5][CH2:4][CH2:3]1. Procedure: Prepared according to the described general procedure 1 (GP1) by reaction of methyl 5-amino-5-(2,6-dimethoxyphenyl)pentanoate with 6-phenylpicolinaldehyde. Subsequent purification by preparative HPLC afforded the target compound. LC-MS (conditions A): tR=0.72 min.; [M+H]+: 403.01 g/mol. The reactants are CO, O=C(O)C(F)(F)F, COCCOc1nc(N)c2nc(OC)n(Cc3cccc(CO)c3)c2n1, N, C1COCCO1, O. Product: COCCOc1nc(N)c2nc(O)n(Cc3cccc(CO)c3)c2n1. Reaction SMILES: [CH3:41][OH:42].[F:33][C:34]([F:35])([F:36])[C:37]([OH:38])=[O:39].[NH2:1][c:2]1[c:3]2[n:4][c:5]([O:25][CH3:26])[n:6]([CH2:16][c:17]3[cH:18][c:19]([CH2:23][OH:24])[cH:20][cH:21][cH:22]3)[c:7]2[n:8][c:9]([O:11][CH2:12][CH2:13][O:14][CH3:15])[n:10]1.[NH3:40].[O:27]1[CH2:28][CH2:29][O:30][CH2:31][CH2:32]1.[OH2:43]>>[NH2:1][c:2]1[c:3]2[n:4][c:5]([OH:25])[n:6]([CH2:16][c:17]3[cH:18][c:19]([CH2:23][OH:24])[cH:20][cH:21][cH:22]3)[c:7]2[n:8][c:9]([O:11][CH2:12][CH2:13][O:14][CH3:15])[n:10]1.